From a dataset of the Open Reaction Database (ORD), a public repository of structured organic reaction records. describe an organic reaction: reactants, conditions, products, and yield Reactants: CCO, [K+], [K+], CCOC(=O)n1c(C(=O)c2cccc(OC)c2)c(N)c2ccc(Cl)cc21, O=C([O-])[O-]. The product is COc1cccc(C(=O)c2[nH]c3cc(Cl)ccc3c2N)c1. As a reaction SMILES: [CH3:33][CH2:34][OH:35].[K+:27].[K+:28].[NH2:1][c:2]1[c:3]([C:17]([c:18]2[cH:19][c:20]([O:24][CH3:25])[cH:21][cH:22][cH:23]2)=[O:26])[n:4]([C:12]([O:13][CH2:14][CH3:15])=[O:16])[c:5]2[cH:6][c:7]([Cl:11])[cH:8][cH:9][c:10]12.[O-:29][C:30]([O-:31])=[O:32]>>[NH2:1][c:2]1[c:3]([C:17]([c:18]2[cH:19][c:20]([O:24][CH3:25])[cH:21][cH:22][cH:23]2)=[O:26])[nH:4][c:5]2[cH:6][c:7]([Cl:11])[cH:8][cH:9][c:10]12. Starting materials: ClCCC(c1ccccc1)c1ccccc1, NCCC(c1ccccc1)c1ccccc1, Cc1ccccc1C, c1ccccc1. Yields the product Cl, c1ccc(C(CCNCCC(c2ccccc2)c2ccccc2)c2ccccc2)cc1. Reaction SMILES: [c:17]1([CH:23]([CH2:24][CH2:25][Cl:26])[c:27]2[cH:28][cH:29][cH:30][cH:31][cH:32]2)[cH:18][cH:19][cH:20][cH:21][cH:22]1.[c:1]1([CH:7]([CH2:8][CH2:9][NH2:10])[c:11]2[cH:12][cH:13][cH:14][cH:15][cH:16]2)[cH:2][cH:3][cH:4][cH:5][cH:6]1.[c:39]1([CH3:40])[c:41]([CH3:42])[cH:43][cH:44][cH:45][cH:46]1.[cH:33]1[cH:34][cH:35][cH:36][cH:37][cH:38]1>>[ClH:26].[c:1]1([CH:7]([CH2:8][CH2:9][NH:10][CH2:25][CH2:24][CH:23]([c:17]2[cH:18][cH:19][cH:20][cH:21][cH:22]2)[c:27]2[cH:28][cH:29][cH:30][cH:31][cH:32]2)[c:11]2[cH:12][cH:13][cH:14][cH:15][cH:16]2)[cH:2][cH:3][cH:4][cH:5][cH:6]1. Starting materials: CCCCCC, CCO, CCOC=O, [H-], N#CCc1ccccc1, [Na+], [Na]. Yields the product N#CC(C=O)c1ccccc1. RXN SMILES: [CH3:18][CH2:19][CH2:20][CH2:21][CH2:22][CH3:23].[CH3:24][CH2:25][OH:26].[CH:12](=[O:13])[O:14][CH2:15][CH3:16].[H-:1].[N:3]#[C:4][CH2:5][c:6]1[cH:7][cH:8][cH:9][cH:10][cH:11]1.[Na+:2].[Na:17]>>[N:3]#[C:4][CH:5]([c:6]1[cH:7][cH:8][cH:9][cH:10][cH:11]1)[CH:12]=[O:13]. The reactants are N(=[N+]=[N-])C1CC2=C(C3=C(OC4=C2C=CC=C4)C=CC=C3)CC1 (2-azido-1,2,3,4-tetrahydro-tribenzo(b,d,f)-oxepine), [H-].[Al+3].[Li+].[H-].[H-].[H-] (lithiumaluminiumhydride), O (water). Run in CCOCC (ether). The product is NC1CC2=C(C3=C(OC4=C2C=CC=C4)C=CC=C3)CC1 (2-amino-1,2,3,4-tetrahydro-tribenzo(b,d,f)-oxepine). Isolated yield 85.0%. As a reaction SMILES: [N:1]([CH:4]1[CH2:22][CH2:21][C:7]2[C:8]3[CH:20]=[CH:19][CH:18]=[CH:17][C:9]=3[O:10][C:11]3[CH:16]=[CH:15][CH:14]=[CH:13][C:12]=3[C:6]=2[CH2:5]1)=[N+]=[N-].[H-].[Al+3].[Li+].[H-].[H-].[H-].O>CCOCC>[NH2:1][CH:4]1[CH2:22][CH2:21][C:7]2[C:8]3[CH:20]=[CH:19][CH:18]=[CH:17][C:9]=3[O:10][C:11]3[CH:16]=[CH:15][CH:14]=[CH:13][C:12]=3[C:6]=2[CH2:5]1 |f:1.2.3.4.5.6|. Reported procedure: 3.7 g of 2-azido-1,2,3,4-tetrahydro-tribenzo(b,d,f)-oxepine are added to a suspension of 3 g of lithiumaluminiumhydride in 100 ml of dry ether. The mixture is refluxed for one hour. After the mixture has been cooled down, 12 ml of water are added carefully after which the mixture is stirred for some time. The suspension is filtered and after that the filtrate is dried and evaporated to dryness. The residue is converted with maleic acid into the maleate. Melting point of the maleate: 198°-202° C.... Reaction SMILES: [Cl:1][C:2]1[C:10]2[NH:9][C:8](=O)[N:7]([CH2:12][C:13]([O:15][CH2:16][CH3:17])=[O:14])[C:6]=2[C:5]([CH:18]([CH2:21][CH3:22])[CH2:19][CH3:20])=[CH:4][CH:3]=1.P(Cl)(Cl)([Cl:25])=O>>[Cl:25][C:8]1[N:7]([CH2:12][C:13]([O:15][CH2:16][CH3:17])=[O:14])[C:6]2[C:5]([CH:18]([CH2:21][CH3:22])[CH2:19][CH3:20])=[CH:4][CH:3]=[C:2]([Cl:1])[C:10]=2[N:9]=1. Procedure details: A mixture of ethyl [4-chloro-7-(1-ethylpropyl)-2-oxo-2,3-dihydro-1H-benzimidazol-1-yl]acetate (2.57 g, 7.91 mmol) and phosphorus oxychloride (15 mL) was stirred at 90° C. for 3 days. After cooling, phosphorus oxychloride was evaporated in vacuo. The residue was poured into ice-cold 2N aqueous sodium hydroxide and extracted with ethyl acetate. The organic layer was washed with brine, dried over anhydrous sodium sulfate and concentrated in vacuo. The residue was purified by silica gel column chrom... The reactants are ClC1=CC=C(C=2N(C(NC21)=O)CC(=O)OCC)C(CC)CC (ethyl [4-chloro-7-(1-ethylpropyl)-2-oxo-2,3-dihydro-1H-benzimidazol-1-yl]acetate), P(=O)(Cl)(Cl)Cl (phosphorus oxychloride). Run at temperature 90 celsius, time 3 day. Isolated yield 92.0%. The product is ClC1=NC2=C(N1CC(=O)OCC)C(=CC=C2Cl)C(CC)CC (Ethyl [2,4-dichloro-7-(1-ethylpropyl)-1H-benzimidazol-1-yl]acetate). Starting materials: Cn1cncc1CC(O)c1nccs1, COC(=O)c1cc(O)ccc1CCc1ccc(F)cc1, CCOC(=O)N=NC(=O)OCC, C1CCOC1, c1ccc(P(c2ccccc2)c2ccccc2)cc1. Yields the product COC(=O)c1cc(OC(Cc2cncn2C)c2nccs2)ccc1CCc1ccc(F)cc1. As a reaction SMILES: [CH3:21][n:22]1[cH:23][n:24][cH:25][c:26]1[CH2:27][CH:28]([OH:29])[c:30]1[s:31][cH:32][cH:33][n:34]1.[F:1][c:2]1[cH:3][cH:4][c:5]([CH2:6][CH2:7][c:8]2[c:9]([C:10](=[O:11])[O:12][CH3:13])[cH:14][c:15]([OH:18])[cH:16][cH:17]2)[cH:19][cH:20]1.[O:54]=[C:55]([O:56][CH2:57][CH3:58])[N:59]=[N:60][C:61]([O:62][CH2:63][CH3:64])=[O:65].[O:66]1[CH2:67][CH2:68][CH2:69][CH2:70]1.[c:35]1([P:36]([c:37]2[cH:38][cH:39][cH:40][cH:41][cH:42]2)[c:43]2[cH:44][cH:45][cH:46][cH:47][cH:48]2)[cH:49][cH:50][cH:51][cH:52][cH:53]1>>[F:1][c:2]1[cH:3][cH:4][c:5]([CH2:6][CH2:7][c:8]2[c:9]([C:10](=[O:11])[O:12][CH3:13])[cH:14][c:15]([O:18][CH:28]([CH2:27][c:26]3[n:22]([CH3:21])[cH:23][n:24][cH:25]3)[c:30]3[s:31][cH:32][cH:33][n:34]3)[cH:16][cH:17]2)[cH:19][cH:20]1.